From a dataset of the Open Reaction Database (ORD), a public repository of structured organic reaction records. describe an organic reaction: reactants, conditions, products, and yield Reactants: O=C([O-])[O-], CN(C)C=O, Cc1nccn1CCCl, [K+], [K+], [N-]=[N+]=[N-], [Na+], O. Product: Cc1nccn1CCN=[N+]=[N-]. As a reaction SMILES: [C:19](=[O:20])([O-:21])[O-:22].[CH3:10][N:11]([CH3:12])[CH:13]=[O:14].[Cl:1][CH2:2][CH2:3][n:4]1[c:5]([CH3:9])[n:6][cH:7][cH:8]1.[K+:23].[K+:24].[N-:16]=[N+:17]=[N-:18].[Na+:15].[OH2:25]>>[CH2:2]([CH2:3][n:4]1[c:5]([CH3:9])[n:6][cH:7][cH:8]1)[N:16]=[N+:17]=[N-:18].